From a dataset of the Open Reaction Database (ORD), a public repository of structured organic reaction records. describe an organic reaction: reactants, conditions, products, and yield Starting materials: C([C@H](O)[C@@H](O)C(=O)O)(=O)O (L-tartaric acid), C(O)(O)=O.NC(=N)N (guanidine carbonate), [Si](C)(C)(C(C)(C)C)OCC=1C(=C(C=CC1)N1CC(C1)C1CCNCC1)F (4-{1-[3-({[tert-Butyl(dimethyl)silyl]oxy}methyl)-2-fluorophenyl]azetidin-3-yl}piperidine), TEA, C(C)(=O)Cl (acetyl chloride), C1=CN(C=N1)C(=O)N2C=CN=C2 (CDI). The solvent is CCO (EtOH), C(Cl)(Cl)Cl (CHCl3), ClCCl (dichloromethane), CN(C)C=O (DMF). Conditions: time 1 hour. The product is C(=O)(O)[C@H](O)[C@@H](O)C(=O)O.C(N)(=N)NC(OCC1=C(C(=CC=C1)N1CC(C1)C1CCN(CC1)C(C)=O)F)=O (3-[3-(1-acetylpiperidin-4-yl)azetidin-1-yl]-2-fluorobenzyl carbamimidoylcarbamate L-tartrate). Yield: 84.9%. Reaction SMILES: [Si]([O:8][CH2:9][C:10]1[C:11]([F:26])=[C:12]([N:16]2[CH2:19][CH:18]([CH:20]3[CH2:25][CH2:24][NH:23][CH2:22][CH2:21]3)[CH2:17]2)[CH:13]=[CH:14][CH:15]=1)(C(C)(C)C)(C)C.[C:27](Cl)(=[O:29])[CH3:28].C1N=CN([C:36]([N:38]2[CH:42]=[N:41]C=C2)=[O:37])C=1.C(=O)(O)O.[NH2:47]C(N)=N.[C:51]([OH:60])(=[O:59])[C@@H:52]([C@H:54]([C:56]([OH:58])=[O:57])[OH:55])[OH:53]>CCO.CN(C=O)C.C(Cl)(Cl)Cl.ClCCl>[C:56]([C@@H:54]([C@H:52]([C:51]([OH:60])=[O:59])[OH:53])[OH:55])([OH:58])=[O:57].[C:42]([NH:38][C:36](=[O:37])[O:8][CH2:9][C:10]1[CH:15]=[CH:14][CH:13]=[C:12]([N:16]2[CH2:17][CH:18]([CH:20]3[CH2:21][CH2:22][N:23]([C:27](=[O:29])[CH3:28])[CH2:24][CH2:25]3)[CH2:19]2)[C:11]=1[F:26])(=[NH:41])[NH2:47] |f:3.4,10.11|. Procedure details: 4-{1-[3-({[tert-Butyl(dimethyl)silyl]oxy}methyl)-2-fluorophenyl]azetidin-3-yl}piperidine (70 mg) and TEA (73 mg) were mixed with dichloromethane (2 ml), and acetyl chloride (22 mg) was added thereto, followed by stirring at room temperature for 1 hour. To the reaction mixture were added CHCl3 and a 1 M aqueous NaOH solution, the organic layer was dried over Na2SO4, and the organic layer was concentrated under reduced pressure. The obtained residue was mixed with THF (2 ml), and a 1 M TBAF/THF so... Starting materials: FC(S(=O)(=O)OS(=O)(=O)C(F)(F)F)(F)F (Trifluoromethanesulfonic anhydride), C(C)C(CC)(O)C1=CC(=C(C=C1)O)OC (4-(1-ethyl-1-hydroxy-propyl)-2-methoxy-phenol). Run in N1=CC=CC=C1 (pyridine). Reaction conditions: time 1 hour. The product is C(C)C(CC)(O)C1=CC(=C(C=C1)OS(=O)(=O)C(F)(F)F)OC (trifluoromethanesulfonic acid 4-(1-ethyl-1-hydroxy-propyl)-2-methoxy-phenyl ester). Yield: 92.7%. RXN SMILES: [F:1][C:2]([F:15])([F:14])[S:3]([O:6]S(C(F)(F)F)(=O)=O)(=[O:5])=[O:4].[CH2:16]([C:18]([C:22]1[CH:27]=[CH:26][C:25](O)=[C:24]([O:29][CH3:30])[CH:23]=1)([OH:21])[CH2:19][CH3:20])[CH3:17]>N1C=CC=CC=1>[CH2:16]([C:18]([C:22]1[CH:27]=[CH:26][C:25]([O:6][S:3]([C:2]([F:15])([F:14])[F:1])(=[O:5])=[O:4])=[C:24]([O:29][CH3:30])[CH:23]=1)([OH:21])[CH2:19][CH3:20])[CH3:17]. Procedure: Trifluoromethanesulfonic anhydride (0.8 mL, 4.76 mmol) was added to a solution of 4-(1-ethyl-1-hydroxy-propyl)-2-methoxy-phenol (Example 176-(3); 1.0 g, 4.76 mmol) in pyridine (4 mL) at room temperature, and the mixture was stirred at room temperature for one hour. The reaction solution was extracted with ethyl acetate. The organic layer was washed with 1 N hydrochloric acid aqueous solution and brine, dried over anhydrous magnesium sulfate, filtered and concentrated under reduced pressure. The ... Starting materials: COc1ccc(CCNC(=O)C2(c3ccccc3Cl)CCC2)cc1-c1ccccc1, CC#N, O=P(Cl)(Cl)Cl. Product: COc1cc2c(cc1-c1ccccc1)CCN=C2C1(c2ccccc2Cl)CCC1. As a reaction SMILES: [CH3:1][O:2][c:3]1[c:4](-[c:25]2[cH:26][cH:27][cH:28][cH:29][cH:30]2)[cH:5][c:6]([CH2:9][CH2:10][NH:11][C:12](=[O:13])[C:14]2([c:18]3[c:19]([Cl:24])[cH:20][cH:21][cH:22][cH:23]3)[CH2:15][CH2:16][CH2:17]2)[cH:7][cH:8]1.[CH3:36][C:37]#[N:38].[P:31]([Cl:32])([Cl:33])([Cl:34])=[O:35]>>[CH3:1][O:2][c:3]1[c:4](-[c:25]2[cH:26][cH:27][cH:28][cH:29][cH:30]2)[cH:5][c:6]2[c:7]([cH:8]1)[C:12]([C:14]1([c:18]3[c:19]([Cl:24])[cH:20][cH:21][cH:22][cH:23]3)[CH2:15][CH2:16][CH2:17]1)=[N:11][CH2:10][CH2:9]2. Reactants: BrCc1ccccc1, Cc1nc(N2CCCCC2=O)sc1C(=O)NCc1ccccc1. Product: Cc1nc(N2CCCC(Cc3ccccc3)C2=O)sc1C(=O)NCc1ccccc1. RXN SMILES: [Br:24][CH2:25][c:26]1[cH:27][cH:28][cH:29][cH:30][cH:31]1.[CH2:1]([c:2]1[cH:3][cH:4][cH:5][cH:6][cH:7]1)[NH:8][C:9](=[O:10])[c:11]1[c:12]([CH3:23])[n:13][c:14]([N:16]2[C:17](=[O:22])[CH2:18][CH2:19][CH2:20][CH2:21]2)[s:15]1>>[CH2:1]([c:2]1[cH:3][cH:4][cH:5][cH:6][cH:7]1)[NH:8][C:9](=[O:10])[c:11]1[c:12]([CH3:23])[n:13][c:14]([N:16]2[C:17](=[O:22])[CH:18]([CH2:25][c:26]3[cH:27][cH:28][cH:29][cH:30][cH:31]3)[CH2:19][CH2:20][CH2:21]2)[s:15]1.